Task: describe an organic reaction: reactants, conditions, products, and yield. Dataset: the Open Reaction Database (ORD), a public repository of structured organic reaction records Solvent: C(C)#N (acetonitrile). Reported procedure: The mixture of crude 4-chloro-3-(1,7-dihydro-1,2,5,7-tetraaza-s-indacen-6-yl)-1H-pyridin-2-one hydrochloric acid salt (80 mg, 0.25 mmol), (S)-2-amino-1-(3-chloro-phenyl)-ethanol hydrochloric acid salt (80 mg, 0.38 mmol), N-methyl morpholine (0.5 ml, excess), and acetonitrile (15 mL) was heated to 80° C. overnight and cooled to room temperature. After concentration in vacuo, the residue was purified by prep. HPLC to yield the titled compound (64 mg, 61%). 1H NMR (400 MHz, CD3OD) δ 8.16 (s, 1H), 7... The product is ClC=1C=C(C=CC1)[C@@H](CNC1=C(C(NC=C1)=O)C1=NC=2C=C3C=NNC3=CC2N1)O (4-[(S)-2-(3–Chloro-phenyl)-2-hydroxy-ethylamino]-3-(1,7-dihydro-1,2,5,7-tetraaza-s-indacen-6-yl)-1H-pyridin-2-one). The yield is 60.8%. As a reaction SMILES: Cl.Cl[C:3]1[CH:8]=[CH:7][NH:6][C:5](=[O:9])[C:4]=1[C:10]1[NH:21][C:20]2[CH:19]=[C:18]3[C:14]([CH:15]=[N:16][NH:17]3)=[CH:13][C:12]=2[N:11]=1.Cl.[NH2:23][CH2:24][C@H:25]([C:27]1[CH:32]=[CH:31][CH:30]=[C:29]([Cl:33])[CH:28]=1)[OH:26].CN1CCOCC1>C(#N)C>[Cl:33][C:29]1[CH:28]=[C:27]([C@H:25]([OH:26])[CH2:24][NH:23][C:3]2[CH:8]=[CH:7][NH:6][C:5](=[O:9])[C:4]=2[C:10]2[NH:21][C:20]3[CH:19]=[C:18]4[C:14]([CH:15]=[N:16][NH:17]4)=[CH:13][C:12]=3[N:11]=2)[CH:32]=[CH:31][CH:30]=1 |f:0.1,2.3|. Reaction conditions: temperature 80 celsius. Starting materials: Cl.ClC1=C(C(NC=C1)=O)C1=NC=2C=C3C=NNC3=CC2N1 (4-chloro-3-(1,7-dihydro-1,2,5,7-tetraaza-s-indacen-6-yl)-1H-pyridin-2-one hydrochloric acid salt), Cl.NC[C@@H](O)C1=CC(=CC=C1)Cl ((S)-2-amino-1-(3-chloro-phenyl)-ethanol hydrochloric acid salt), CN1CCOCC1 (N-methyl morpholine). Reactants: CN1N=CC=C1 (N-methylpyrazole), S(=O)(Cl)Cl (thionyl chloride), ClS(=O)(=O)O (chlorosulfonic acid), N#N (N2). The solvent is O (Water). Reaction conditions: time 30 minute. Yields the product CN1N=C(C=C1)S(=O)(=O)Cl (N-methylpyrazole sulfonyl chloride). RXN SMILES: [CH3:1][N:2]1[CH:6]=[CH:5][CH:4]=[N:3]1.[Cl:7][S:8](O)(=[O:10])=[O:9].N#N.S(Cl)(Cl)=O>O>[CH3:1][N:2]1[CH:6]=[CH:5][C:4]([S:8]([Cl:7])(=[O:10])=[O:9])=[N:3]1. Procedure details: The N-methylpyrazole sulfonyl chloride was prepared by adding N-methylpyrazole to chilled (0° C.) chlorosulfonic acid. The reaction mixture was allowed to warm to room temperature and then heated to 100° C. overnight under a stream of N2. The reaction mixture was then cooled to room temperature and chilled to 0° C. To this solution was added thionyl chloride (2.5 eq.) and the reaction was stirred at room temperature for 30 min., then warmed to 70° C. for two hours. The reaction was cooled to roo... Starting materials: C1(=CC=CC=C1)P(=O)(C1=CC=CC=C1)OC=1[C@@H]([C@@H]2N(C1C(=O)OCC1=CC=C(C=C1)[N+](=O)[O-])C([C@@H]2[C@@H](C)O)=O)C (p-nitrobenzyl (1R,5S,6S)-2-(diphenylphosphoryloxy)-6-[(R)-1-hydroxyethyl]-1-methylcarbapen-2-em-3-carboxylate), C(C)(C)N(CC)C(C)C (diisopropylethylamine), C(C)(=O)SC1CN(C1)C=1SC=C(N1)CNC(=O)C=1OC=CC1 (3-acetylthio-1-{4-[(furan-2-carbonylamino)methyl]-1,3-thiazol-2-yl}azetidine), C(C)(=O)O.NN (hydrazine acetate), C(O)([O-])=O.[Na+] (sodium hydrogencarbonate). Solvent: C(C)#N (acetonitrile), CN(C=O)C (dimethylformamide), C(C)(=O)OCC (ethyl acetate). Run at time 1 hour. Product: O1C(=CC=C1)C(=O)NCC=1N=C(SC1)N1CC(C1)SC=1[C@@H]([C@H]2N(C1C(=O)OCC1=CC=C(C=C1)[N+](=O)[O-])C([C@@H]2[C@@H](C)O)=O)C (p-nitrobenzyl (1R,5S,6S)-2-(1-{4-[(furan-2-carbonylamino)methyl]-1,3-thiazol-2-yl}azetidin-3-yl)thio-6-[(R)-1-hydroxyethyl]-1-methylcarbapen-2-em-3-carboxylate). Isolated yield 89.5%. Reaction SMILES: C([S:4][CH:5]1[CH2:8][N:7]([C:9]2[S:10][CH:11]=[C:12]([CH2:14][NH:15][C:16]([C:18]3[O:19][CH:20]=[CH:21][CH:22]=3)=[O:17])[N:13]=2)[CH2:6]1)(=O)C.C(O)(=O)C.NN.C1(P(O[C:44]2[C@H:45]([CH3:68])[C@H:46]3[C@@H:63]([C@H:64]([OH:66])[CH3:65])[C:62](=[O:67])[N:47]3[C:48]=2[C:49]([O:51][CH2:52][C:53]2[CH:58]=[CH:57][C:56]([N+:59]([O-:61])=[O:60])=[CH:55][CH:54]=2)=[O:50])(C2C=CC=CC=2)=O)C=CC=CC=1.C(N(C(C)C)CC)(C)C.C(=O)([O-])O.[Na+]>CN(C)C=O.C(#N)C.C(OCC)(=O)C>[O:19]1[CH:20]=[CH:21][CH:22]=[C:18]1[C:16]([NH:15][CH2:14][C:12]1[N:13]=[C:9]([N:7]2[CH2:6][CH:5]([S:4][C:44]3[C@H:45]([CH3:68])[C@@H:46]4[C@@H:63]([C@H:64]([OH:66])[CH3:65])[C:62](=[O:67])[N:47]4[C:48]=3[C:49]([O:51][CH2:52][C:53]3[CH:54]=[CH:55][C:56]([N+:59]([O-:61])=[O:60])=[CH:57][CH:58]=3)=[O:50])[CH2:8]2)[S:10][CH:11]=1)=[O:17] |f:1.2,5.6|. Reported procedure: To a solution of 3-acetylthio-1-{4-[(furan-2-carbonylamino)methyl]-1,3-thiazol-2-yl}azetidine (341 mg, 1.12 mmol) (obtained as described in Reference Example 67) in dimethylformamide (10 ml) was added hydrazine acetate (123 mg, 1.34 mmol) at room temperature under an atmosphere of nitrogen and the mixture was stirred for 1 hour. After checking the completion of the reaction, a solution of p-nitrobenzyl (1R,5S,6S)-2-(diphenylphosphoryloxy)-6-[(R)-1-hydroxyethyl]-1-methylcarbapen-2-em-3-carboxylat...